From a dataset of the Open Reaction Database (ORD), a public repository of structured organic reaction records. describe an organic reaction: reactants, conditions, products, and yield The reactants are O=C1NC(=O)c2ccccc21, CS(=O)(=O)OCCCF, [K], CN(C)C=O, O. Yields the product O=C1c2ccccc2C(=O)N1CCCF. As a reaction SMILES: [C:10]1(=[O:20])[c:11]2[c:12]([cH:16][cH:17][cH:18][cH:19]2)[C:13](=[O:15])[NH:14]1.[F:1][CH2:2][CH2:3][CH2:4][O:5][S:6]([CH3:7])(=[O:8])=[O:9].[K:21].[O:23]=[CH:24][N:25]([CH3:26])[CH3:27].[OH2:22]>>[F:1][CH2:2][CH2:3][CH2:4][N:14]1[C:10](=[O:20])[c:11]2[c:12]([cH:16][cH:17][cH:18][cH:19]2)[C:13]1=[O:15]. Reactants: C1CCOC1, CON(C)C(=O)Cc1cccs1, [Li]CCCC, CC(C)(N=[N+]=[N-])c1ccc(Br)cc1. The product is CC(C)(N=[N+]=[N-])c1ccc(C(=O)Cc2cccs2)cc1. RXN SMILES: [CH2:31]1[O:32][CH2:33][CH2:34][CH2:35]1.[CH3:19][O:20][N:21]([C:22]([CH2:23][c:24]1[s:25][cH:26][cH:27][cH:28]1)=[O:29])[CH3:30].[CH3:1][CH2:2][CH2:3][CH2:4][Li:5].[N:6](=[N+:7]=[N-:8])[C:9]([CH3:10])([CH3:11])[c:12]1[cH:13][cH:14][c:15]([Br:18])[cH:16][cH:17]1>>[N:6](=[N+:7]=[N-:8])[C:9]([CH3:10])([CH3:11])[c:12]1[cH:13][cH:14][c:15]([C:22]([CH2:23][c:24]2[s:25][cH:26][cH:27][cH:28]2)=[O:29])[cH:16][cH:17]1. Reactants: CNC[C@H](O)[C@@H](O)[C@H](O)[C@H](O)CO (N-methyl-D-glucamine), C(O)([O-])=O.[Na+] (sodium hydrogen carbonate), ClC(=O)OCC(CCCC)CC (2-ethylhexyl chloroformate). The solvent is O (water), O1CCCC1 (tetrahydrofuran), CC(=O)C (acetone). Conditions: temperature 5 celsius, time 8 hour. Yields the product C(C)C(COC(=O)N(C[C@H](O)[C@@H](O)[C@H](O)[C@H](O)CO)C)CCCC (N-(2-ethylhexyloxycarbonyl)-N-methyl-D-glucamine). Isolated yield 49.8%. Reaction SMILES: [CH3:1][NH:2][CH2:3][C@@H:4]([C@H:6]([C@@H:8]([C@@H:10]([CH2:12][OH:13])[OH:11])[OH:9])[OH:7])[OH:5].C(=O)([O-])O.[Na+].Cl[C:20]([O:22][CH2:23][CH:24]([CH2:29][CH3:30])[CH2:25][CH2:26][CH2:27][CH3:28])=[O:21]>O.O1CCCC1.CC(C)=O>[CH2:29]([CH:24]([CH2:25][CH2:26][CH2:27][CH3:28])[CH2:23][O:22][C:20]([N:2]([CH3:1])[CH2:3][C@@H:4]([C@H:6]([C@@H:8]([C@@H:10]([CH2:12][OH:13])[OH:11])[OH:9])[OH:7])[OH:5])=[O:21])[CH3:30] |f:1.2|. Procedure: In a reactor, 117 g (0.6 mol) of N-methyl-D-glucamine were dissolved in a mixture of 800 ml of water and 400 ml of tetrahydrofuran, and 201.6 g (2.4 mol) of sodium hydrogen carbonate were then dispersed. While the temperature of the reaction mixture was maintained at 5° C., 115.6 g (0.6 mol) of 2-ethylhexyl chloroformate were added dropwise, and the mixture was then allowed to react for 3 hours with stirring at 5° C. and left standing overnight at room temperature. The reaction mixture was then ...